Dataset: the Open Reaction Database (ORD), a public repository of structured organic reaction records. Task: describe an organic reaction: reactants, conditions, products, and yield Starting materials: BrCc1ccccc1, O=C([O-])[O-], CC(=O)n1cc(-c2ccc(Br)cc2)c(OCc2ccccc2)n1, CCC(C)=O, CC(C)OC(C)C, ClCCl, [K+], [K+]. Yields the product Brc1ccc(-c2c[nH]nc2OCc2ccccc2)cc1. As a reaction SMILES: [Br:7][CH2:8][c:9]1[cH:10][cH:11][cH:12][cH:13][cH:14]1.[C:1](=[O:2])([O-:3])[O-:4].[CH2:15]([c:16]1[cH:17][cH:18][cH:19][cH:20][cH:21]1)[O:22][c:23]1[n:24][n:25]([C:35](=[O:36])[CH3:37])[cH:26][c:27]1-[c:28]1[cH:29][cH:30][c:31]([Br:34])[cH:32][cH:33]1.[CH2:38]([C:39]([CH3:40])=[O:41])[CH3:42].[CH:46]([O:47][CH:48]([CH3:49])[CH3:50])([CH3:51])[CH3:52].[Cl:43][CH2:44][Cl:45].[K+:5].[K+:6]>>[CH2:15]([c:16]1[cH:17][cH:18][cH:19][cH:20][cH:21]1)[O:22][c:23]1[n:24][nH:25][cH:26][c:27]1-[c:28]1[cH:29][cH:30][c:31]([Br:34])[cH:32][cH:33]1. Product: CCc1nc2c(cnn2CC)c(NC2CCOCC2)c1CNC(=O)c1cccc(CC(C)(C)NCC(O)c2ccc(OCc3ccccc3)c3[nH]c(=O)ccc23)c1. RXN SMILES: [CH2:26]([c:27]1[cH:28][cH:29][cH:30][cH:31][cH:32]1)[O:33][c:34]1[cH:35][cH:36][c:37]([CH:45]([CH2:46][NH:47][C:48]([CH2:49][c:50]2[cH:51][c:52]([C:53](=[O:54])[NH:55][CH2:56][c:57]3[c:58]([NH:70][CH:71]4[CH2:72][CH2:73][O:74][CH2:75][CH2:76]4)[c:59]4[c:60]([n:61][c:62]3[CH2:63][CH3:64])[n:65]([CH2:68][CH3:69])[n:66][cH:67]4)[cH:77][cH:78][cH:79]2)([CH3:80])[CH3:81])[O:82][Si:83]([C:84]([CH3:85])([CH3:86])[CH3:87])([CH3:88])[CH3:89])[c:38]2[cH:39][cH:40][c:41](=[O:44])[nH:42][c:43]12.[N:1]([CH2:2][CH:3]([c:4]1[cH:5][cH:6][c:7]([O:8][CH2:9][c:10]2[cH:11][cH:12][cH:13][cH:14][cH:15]2)[c:16]2[c:17]1[cH:18][cH:19][c:20](=[O:21])[nH:22]2)[OH:23])=[N+:24]=[N-:25]>>[CH2:26]([c:27]1[cH:28][cH:29][cH:30][cH:31][cH:32]1)[O:33][c:34]1[cH:35][cH:36][c:37]([CH:45]([CH2:46][NH:47][C:48]([CH2:49][c:50]2[cH:51][c:52]([C:53](=[O:54])[NH:55][CH2:56][c:57]3[c:58]([NH:70][CH:71]4[CH2:72][CH2:73][O:74][CH2:75][CH2:76]4)[c:59]4[c:60]([n:61][c:62]3[CH2:63][CH3:64])[n:65]([CH2:68][CH3:69])[n:66][cH:67]4)[cH:77][cH:78][cH:79]2)([CH3:80])[CH3:81])[OH:82])[c:38]2[cH:39][cH:40][c:41](=[O:44])[nH:42][c:43]12. The reactants are CCc1nc2c(cnn2CC)c(NC2CCOCC2)c1CNC(=O)c1cccc(CC(C)(C)NCC(O[Si](C)(C)C(C)(C)C)c2ccc(OCc3ccccc3)c3[nH]c(=O)ccc23)c1, [N-]=[N+]=NCC(O)c1ccc(OCc2ccccc2)c2[nH]c(=O)ccc12. Starting materials: [BH4-].[Na+] (NaBH4), IC=1C=C(C=CC1)CN1C(=NC2=C1C(CCC2)=O)C(C)C (3-[(3-iodophenyl)methyl]-2-(1-methylethyl)-3,5,6,7-tetrahydro-4H-benzimidazol-4-one). Solvent: ClCCl (Dichloromethane), CO (Methanol). Run at time 3.5 hour. Product: IC=1C=C(C=CC1)CN1C(=NC2=C1C(CCC2)O)C(C)C (1-[(3-iodophenyl)methyl]-2-(1-methylethyl)-4,5,6,7-tetrahydro-1H-benzimidazol-7-ol). The yield is 97.8%. RXN SMILES: [BH4-].[Na+].[I:3][C:4]1[CH:5]=[C:6]([CH2:10][N:11]2[C:15]3[C:16](=[O:20])[CH2:17][CH2:18][CH2:19][C:14]=3[N:13]=[C:12]2[CH:21]([CH3:23])[CH3:22])[CH:7]=[CH:8][CH:9]=1>ClCCl.CO>[I:3][C:4]1[CH:5]=[C:6]([CH2:10][N:11]2[C:15]3[CH:16]([OH:20])[CH2:17][CH2:18][CH2:19][C:14]=3[N:13]=[C:12]2[CH:21]([CH3:23])[CH3:22])[CH:7]=[CH:8][CH:9]=1 |f:0.1|. Procedure: NaBH4 (1.670 g) was added to a stirred solution of Intermediate 90 (5.8 g) in Dichloromethane (DCM) (30 mL) and Methanol (30 mL). The reaction mixture was stirred at room temperature for 3.5 hours. The reaction mixture was concentrated in vacuo before being partitioned between EtOAc (60 ml) and water (60 ml). The two phases were separated and the aqueous phase was extracted with further EtOAc (2×60 ml). The organic phases were combined, filtered through a hydrophobic frit and concentrated in vac... Starting materials: C1CCOC1, CC(C)C[AlH]CC(C)C, CON(C)C(=O)C1(C)COC(C)(C)O1. The product is CC1(C=O)COC(C)(C)O1. RXN SMILES: [CH2:24]1[O:25][CH2:26][CH2:27][CH2:28]1.[CH3:15][CH:16]([CH2:17][AlH:18][CH2:19][CH:20]([CH3:21])[CH3:22])[CH3:23].[CH3:1][O:2][N:3]([C:4](=[O:5])[C:6]1([CH3:13])[O:7][C:8]([CH3:11])([CH3:12])[O:9][CH2:10]1)[CH3:14]>>[CH:4](=[O:5])[C:6]1([CH3:13])[O:7][C:8]([CH3:11])([CH3:12])[O:9][CH2:10]1. The reactants are O (Water), O1CCC(=CC1)C1=NC(=NC(=N1)C1=CC=C(C=C1)[N+](=O)[O-])N1C2COCC1CC2 (8-(4-(3,6-dihydro-2H-pyran-4-yl)-6-(4-nitrophenyl)-1,3,5-triazin-2-yl)-3-oxa-8-azabicyclo[3.2.1]octane). Reagents/catalysts: [Fe] (iron). Run in C(C)(=O)O (acetic acid), C(C)(=O)OCC (ethyl acetate). Run at temperature 55 celsius, time 16 hour. The product is C12COCC(CC1)N2C2=NC(=NC(=N2)C=2CCOCC2)C2=CC=C(N)C=C2 (4-(4-(3-oxa-8-azabicyclo[3.2.1]octan-8-yl)-6-(3,6-dihydro-2H-pyran-4-yl)-1,3,5-triazin-2-yl)aniline). Isolated yield 73.6%. As a reaction SMILES: O.[O:2]1[CH2:7][CH:6]=[C:5]([C:8]2[N:13]=[C:12]([C:14]3[CH:19]=[CH:18][C:17]([N+:20]([O-])=O)=[CH:16][CH:15]=3)[N:11]=[C:10]([N:23]3[CH:28]4[CH2:29][CH2:30][CH:24]3[CH2:25][O:26][CH2:27]4)[N:9]=2)[CH2:4][CH2:3]1>C(O)(=O)C.C(OCC)(=O)C.[Fe]>[CH:24]12[N:23]([C:10]3[N:9]=[C:8]([C:5]4[CH2:6][CH2:7][O:2][CH2:3][CH:4]=4)[N:13]=[C:12]([C:14]4[CH:15]=[CH:16][C:17]([NH2:20])=[CH:18][CH:19]=4)[N:11]=3)[CH:28]([CH2:29][CH2:30]1)[CH2:27][O:26][CH2:25]2. Procedure: A mixture of iron powder (0.071 g, 1.27 mmoles) in acetic acid (2 ml) was heated to 55° C. for 15 minutes. Water (2 ml) was then added and oil bath was turned off. A solution of 8-(4-(3,6-dihydro-2H-pyran-4-yl)-6-(4-nitrophenyl)-1,3,5-triazin-2-yl)-3-oxa-8-azabicyclo[3.2.1]octane (0.100 g, 0.253 mmol) in ethyl acetate (2 ml) was then added to this warm solution over 5 minutes. The mixture was cooled to RT and allowed to stir for 16 hours. The mixture was extracted with ethyl acetate by decantati...